This data is from the Open Reaction Database (ORD), a public repository of structured organic reaction records. The task is: describe an organic reaction: reactants, conditions, products, and yield Starting materials: C(#N)C=1C=C(C(=O)OC)C=C(C1)O (methyl 3-cyano-5-hydroxybenzoate), C([O-])([O-])=O.[K+].[K+] (potassium carbonate), COCCCl (2-chloroethyl methyl ether). The solvent is CN(C=O)C (N,N-dimethylformamide), C(C)(=O)OCC (ethyl acetate). Reaction conditions: temperature 140 celsius. Yields the product C(#N)C=1C=C(C(=O)OC)C=C(C1)OCCOC (methyl 3-cyano-5-(2-methoxyethoxy)benzoate). The yield is 93.8%. Reaction SMILES: [C:1]([C:3]1[CH:4]=[C:5]([CH:10]=[C:11]([OH:13])[CH:12]=1)[C:6]([O:8][CH3:9])=[O:7])#[N:2].C(=O)([O-])[O-].[K+].[K+].[CH3:20][O:21][CH2:22][CH2:23]Cl>CN(C)C=O.C(OCC)(=O)C>[C:1]([C:3]1[CH:4]=[C:5]([CH:10]=[C:11]([O:13][CH2:23][CH2:22][O:21][CH3:20])[CH:12]=1)[C:6]([O:8][CH3:9])=[O:7])#[N:2] |f:1.2.3|. Procedure: A mixture of methyl 3-cyano-5-hydroxybenzoate (302 mg, 1.7 mmol), potassium carbonate (471 mg, 3.4 mmol) and 2-chloroethyl methyl ether (309 μL mg, 3.4 mmol) in N,N-dimethylformamide (4 mL) was heated in a sealed vial at 140° C. for 15 minutes. The reaction was cooled, diluted with ethyl acetate, washed with water and saturated brine, filtered and concentrated. Filtration through silica gel using dichloromethane afforded 375 mg (93%) of methyl 3-cyano-5-(2-methoxyethoxy)benzoate. The reactants are CCOC(=O)Cn1nnc(NC(c2ccccc2)(c2ccccc2)c2ccccc2)n1, CO, CC(C)OC(C)C, [Na+], C1CCOC1, [OH-]. Yields the product O=C(O)Cn1nnc(NC(c2ccccc2)(c2ccccc2)c2ccccc2)n1. Reaction SMILES: [C:3]([c:4]1[cH:5][cH:6][cH:7][cH:8][cH:9]1)([c:10]1[cH:11][cH:12][cH:13][cH:14][cH:15]1)([c:16]1[cH:17][cH:18][cH:19][cH:20][cH:21]1)[NH:22][c:23]1[n:24][n:25][n:26]([CH2:28][C:29](=[O:30])[O:31][CH2:32][CH3:33])[n:27]1.[CH3:34][OH:35].[CH:36]([O:37][CH:38]([CH3:39])[CH3:40])([CH3:41])[CH3:42].[Na+:2].[O:43]1[CH2:44][CH2:45][CH2:46][CH2:47]1.[OH-:1]>>[C:3]([c:4]1[cH:5][cH:6][cH:7][cH:8][cH:9]1)([c:10]1[cH:11][cH:12][cH:13][cH:14][cH:15]1)([c:16]1[cH:17][cH:18][cH:19][cH:20][cH:21]1)[NH:22][c:23]1[n:24][n:25][n:26]([CH2:28][C:29](=[O:30])[OH:31])[n:27]1. Starting materials: aldehyde, CN(C)C=O (DMF), solution, C(CCC)[Li] (n-butyl lithium), CCCCCC (hexane), BrC=1C=C2C=NN(C2=CC1F)C (5-bromo-6-fluoro-1-methyl-1H-indazole), solution, C(CCC)[Mg]Cl (n-butyl magnesium chloride). Run in C1CCOC1 (THF), C1CCOC1 (THF), C1(=CC=CC=C1)C (toluene). Run at temperature -10 celsius, time 1 hour. Product: FC1=C(C=C2C=NN(C2=C1)C)C=O (6-Fluoro-1-methyl-1H-indazole-5-carbaldehyde). As a reaction SMILES: C([Mg]Cl)CCC.C([Li])CCC.CCCCCC.Br[C:19]1[CH:20]=[C:21]2[C:25](=[CH:26][C:27]=1[F:28])[N:24]([CH3:29])[N:23]=[CH:22]2.CN([CH:33]=[O:34])C>C1COCC1.C1(C)C=CC=CC=1>[F:28][C:27]1[CH:26]=[C:25]2[C:21]([CH:22]=[N:23][N:24]2[CH3:29])=[CH:20][C:19]=1[CH:33]=[O:34]. Reported procedure: A 2 M solution of n-butyl magnesium chloride in THF (4.8 mL, 9.57 mmol) was added to toluene (34 mL) under nitrogen and cooled to −10° C. To this was added a 1.3 M solution of n-butyl lithium in hexane (12.2 mL, 19.5 mmol) and after 1 h, the RM was cooled to −30° C. To the RM was then added a solution of 5-bromo-6-fluoro-1-methyl-1H-indazole (vii) (4 g, 17.73 mmol) in THF (17 mL) and the reaction was warmed up to −10° C. After 1 h, DMF (8.23 mL, 106 mmol) was added and the RM was stirred at −10°... The reactants are c1(c(ccc(c1)F)OC)C(C)=O. Reagents/catalysts: c1ccc(cc1)-c2c3ccccc3cc4ccccc24 (9-Phenylanthracene), C1-300. Solvent: CO (MeOH). Conditions: temperature 50 celsius, time 18 hour. Product: COc1ccc(F)cc1[C@@H](C)O. Reaction SMILES: [CH3:1][O:2][c:3]1[c:9]([C:10]([CH3:12])=[O:11])[cH:8][c:6]([F:7])[cH:5][cH:4]1>>[CH3:1][O:2][c:3]1[c:9]([C@H:10]([OH:11])[CH3:12])[cH:8][c:6]([F:7])[cH:5][cH:4]1. The reactants are O=C1NCC2=CC(=CC=C12)C(=O)O (1-Oxoisoindoline-5-carboxylic acid), Cl.FC(C1=CC=C(C=C1)[C@H](N)C1=NC=CC=C1C(F)(F)F)(F)F ((S)-(4-(trifluoromethyl)-phenyl)(3-(trifluoromethyl)pyridin-2-yl)methanamine hydrochloride), amide. Yields the product O=C1NCC2=CC(=CC=C12)C(=O)N[C@H](C1=NC=CC=C1C(F)(F)F)C1=CC=C(C=C1)C(F)(F)F ((S)-1-oxo-N-((4-(trifluoromethyl)phenyl)(3-(trifluoromethyl)pyridin-2-yl)methyl)isoindoline-5-carboxamide). Reaction SMILES: [O:1]=[C:2]1[C:10]2[C:5](=[CH:6][C:7]([C:11]([OH:13])=O)=[CH:8][CH:9]=2)[CH2:4][NH:3]1.Cl.[F:15][C:16]([F:36])([F:35])[C:17]1[CH:22]=[CH:21][C:20]([C@@H:23]([C:25]2[C:30]([C:31]([F:34])([F:33])[F:32])=[CH:29][CH:28]=[CH:27][N:26]=2)[NH2:24])=[CH:19][CH:18]=1>>[O:1]=[C:2]1[C:10]2[C:5](=[CH:6][C:7]([C:11]([NH:24][C@@H:23]([C:20]3[CH:21]=[CH:22][C:17]([C:16]([F:36])([F:15])[F:35])=[CH:18][CH:19]=3)[C:25]3[C:30]([C:31]([F:32])([F:33])[F:34])=[CH:29][CH:28]=[CH:27][N:26]=3)=[O:13])=[CH:8][CH:9]=2)[CH2:4][NH:3]1 |f:1.2|. Reported procedure: 1-Oxoisoindoline-5-carboxylic acid was then coupled with Intermediate 1 using the general methods described above for the amide coupling reaction (Table 2) to provide the title compound, (S)-1-oxo-N-((4-(trifluoromethyl)phenyl)(3-(trifluoromethyl)pyridin-2-yl)methyl)isoindoline-5-carboxamide, as a white solid. 1H NMR (400 MHz, CDCl3) δ ppm 8.92 (d, J=4.7 Hz, 1H), 8.36 (d, J=7.4 Hz, 1H), 8.09-7.99 (m, 2H), 7.97-7.88 (m, 2H), 7.65-7.53 (m, 5H), 7.51 (dd, J=4.9, 7.8 Hz, 1H), 6.90 (d, J=7.6 Hz, 1H),... The reactants are CN(C)C=O, Cc1cccnc1C(=O)O, O=C(Cl)C(=O)Cl, Nc1cccc(Oc2ccc3nc(NC(=O)C4CC4)cn3c2)c1, C1CCOC1, O. Yields the product Cc1cccnc1C(=O)Nc1cccc(Oc2ccc3nc(NC(=O)C4CC4)cn3c2)c1. Reaction SMILES: [CH3:17][N:18]([CH3:19])[CH:20]=[O:21].[CH3:1][c:2]1[c:3]([C:8](=[O:9])[OH:10])[n:4][cH:5][cH:6][cH:7]1.[Cl:11][C:12]([C:13]([Cl:14])=[O:15])=[O:16].[NH2:22][c:23]1[cH:24][c:25]([O:26][c:27]2[cH:28][cH:29][c:30]3[n:31]([cH:32]2)[cH:33][c:34]([NH:36][C:37](=[O:38])[CH:39]2[CH2:40][CH2:41]2)[n:35]3)[cH:42][cH:43][cH:44]1.[O:45]1[CH2:46][CH2:47][CH2:48][CH2:49]1.[OH2:50]>>[CH3:1][c:2]1[c:3]([C:8](=[O:10])[NH:22][c:23]2[cH:24][c:25]([O:26][c:27]3[cH:28][cH:29][c:30]4[n:31]([cH:32]3)[cH:33][c:34]([NH:36][C:37](=[O:38])[CH:39]3[CH2:40][CH2:41]3)[n:35]4)[cH:42][cH:43][cH:44]2)[n:4][cH:5][cH:6][cH:7]1. Reactants: CCO, O=C1c2ccccc2C(=O)N1CCCOc1ccc2nc(Cl)ccc2c1, NN, O. Yields the product NCCCOc1ccc2nc(Cl)ccc2c1. Reaction SMILES: [CH3:30][CH2:31][OH:32].[Cl:1][c:2]1[n:3][c:4]2[cH:5][cH:6][c:7]([O:12][CH2:13][CH2:14][CH2:15][N:16]3[C:17](=[O:18])[c:19]4[cH:20][cH:21][cH:22][cH:23][c:24]4[C:25]3=[O:26])[cH:8][c:9]2[cH:10][cH:11]1.[NH2:28][NH2:29].[OH2:27]>>[Cl:1][c:2]1[n:3][c:4]2[cH:5][cH:6][c:7]([O:12][CH2:13][CH2:14][CH2:15][NH2:16])[cH:8][c:9]2[cH:10][cH:11]1.